describe an organic reaction: reactants, conditions, products, and yield From a dataset of the Open Reaction Database (ORD), a public repository of structured organic reaction records. Starting materials: CCOC(=O)CN(Cc1ccc(OC)cc1)C(=O)C(Cc1c[nH]cn1)NC(=O)OCc1ccccc1, COC(=O)CN(Cc1ccc(OCc2ccccc2)cc1)C(=O)C(Cc1c[nH]cn1)NC(=O)OCc1ccccc1. Yields the product COc1ccc(CN(CC(=O)O)C(=O)C(Cc2c[nH]cn2)NC(=O)OCc2ccccc2)cc1. RXN SMILES: [CH2:1]([CH3:2])[O:3][C:4]([CH2:5][N:6]([C:7]([CH:8]([NH:9][C:10](=[O:11])[O:12][CH2:13][c:14]1[cH:15][cH:16][cH:17][cH:18][cH:19]1)[CH2:20][c:21]1[cH:22][nH:23][cH:24][n:25]1)=[O:26])[CH2:27][c:28]1[cH:29][cH:30][c:31]([O:34][CH3:35])[cH:32][cH:33]1)=[O:36].[CH3:37][O:38][C:39](=[O:40])[CH2:41][N:42]([C:43](=[O:44])[CH:45]([CH2:46][c:47]1[n:48][cH:49][nH:50][cH:51]1)[NH:52][C:53]([O:54][CH2:55][c:56]1[cH:57][cH:58][cH:59][cH:60][cH:61]1)=[O:62])[CH2:63][c:64]1[cH:65][cH:66][c:67]([O:68][CH2:69][c:70]2[cH:71][cH:72][cH:73][cH:74][cH:75]2)[cH:76][cH:77]1>>[O:3]=[C:4]([CH2:5][N:6]([C:7]([CH:8]([NH:9][C:10](=[O:11])[O:12][CH2:13][c:14]1[cH:15][cH:16][cH:17][cH:18][cH:19]1)[CH2:20][c:21]1[cH:22][nH:23][cH:24][n:25]1)=[O:26])[CH2:27][c:28]1[cH:29][cH:30][c:31]([O:34][CH3:35])[cH:32][cH:33]1)[OH:36]. Reactants: C1(=CC=CC=C1)S(=O)[O-].[Na+] (sodium benzenesulfinate), O(C1=CC=CC=C1)CC(=O)NC1C(N(C1SSC=1SC2=C(N1)C=CC(=C2)C)C(C(=O)OCC(=O)C2=CC=C(C=C2)Br)C(=C)C)=O (p-bromophenacyl 2-[3-phenoxyacetamido-4-(6-methylbenzothiazol-2-yldithio)-2-azetidinon-1-yl]-3-methyl-3-butenoate), C1(=CC=CC=C1)S(=O)(OC=1SC2=C(N1)C=CC(=C2)C)=S (6-methylbenzothiazol-2-yl benzenethiosulfonate), O (water). Solvent: CC(=O)C (acetone). Conditions: time 5 hour. The product is O(C1=CC=CC=C1)CC(=O)NC1C(N(C1SS(=O)(=O)C1=CC=CC=C1)C(C(=O)OCC(=O)C1=CC=C(C=C1)Br)C(=C)C)=O (p-bromophenacyl 2-(3-phenoxyacetamido-4-benzenesulfonylthio-2-azetidinon-1-yl)-3-methyl-3-butenoate). Isolated yield 94.0%. As a reaction SMILES: [O:1]([CH2:8][C:9]([NH:11][CH:12]1[CH:15](SSC2SC3C=C(C)C=CC=3N=2)[N:14]([CH:28]([C:42]([CH3:44])=[CH2:43])[C:29]([O:31][CH2:32][C:33]([C:35]2[CH:40]=[CH:39][C:38]([Br:41])=[CH:37][CH:36]=2)=[O:34])=[O:30])[C:13]1=[O:45])=[O:10])[C:2]1[CH:7]=[CH:6][CH:5]=[CH:4][CH:3]=1.[C:46]1([S:52](=[S:65])([O:54]C2SC3C=C(C)C=CC=3N=2)=[O:53])[CH:51]=[CH:50][CH:49]=[CH:48][CH:47]=1.O.C1(S([O-])=O)C=CC=CC=1.[Na+]>CC(C)=O>[O:1]([CH2:8][C:9]([NH:11][CH:12]1[CH:15]([S:54][S:52]([C:46]2[CH:47]=[CH:48][CH:49]=[CH:50][CH:51]=2)(=[O:65])=[O:53])[N:14]([CH:28]([C:42]([CH3:44])=[CH2:43])[C:29]([O:31][CH2:32][C:33]([C:35]2[CH:40]=[CH:39][C:38]([Br:41])=[CH:37][CH:36]=2)=[O:34])=[O:30])[C:13]1=[O:45])=[O:10])[C:2]1[CH:7]=[CH:6][CH:5]=[CH:4][CH:3]=1 |f:3.4|. Procedure details: A 1.23 g quantity of p-bromophenacyl 2-[3-phenoxyacetamido-4-(6-methylbenzothiazol-2-yldithio)-2-azetidinon-1-yl]-3-methyl-3-butenoate and 572 mg of 6-methylbenzothiazol-2-yl benzenethiosulfonate were dissolved in 10 ml of acetone. To the solution were added 2 ml of water and then 3 mg of sodium benzenesulfinate. The mixture was stirred at room temperature for 5 hours. The precipitated 6-methylbenzothiazol-2-yl disulfide crystals were filtered and the filtrate was concentrated under reduced pres... The reactants are CCOC(=O)C(C)Br, CC(C)=O, CSc1c(Cl)c(-c2cc(O)c(Cl)cc2Cl)nn1C, [K+], [K+], O=C([O-])[O-]. Product: CCOC(=O)C(C)Oc1cc(-c2nn(C)c(SC)c2Cl)c(Cl)cc1Cl. RXN SMILES: [Br:25][CH:26]([C:27](=[O:28])[O:29][CH2:30][CH3:31])[CH3:32].[CH3:33][C:34](=[O:35])[CH3:36].[Cl:1][c:2]1[c:3](-[c:10]2[c:11]([Cl:18])[cH:12][c:13]([Cl:17])[c:14]([OH:16])[cH:15]2)[n:4][n:5]([CH3:9])[c:6]1[S:7][CH3:8].[K+:19].[K+:20].[O-:21][C:22]([O-:23])=[O:24]>>[Cl:1][c:2]1[c:3](-[c:10]2[c:11]([Cl:18])[cH:12][c:13]([Cl:17])[c:14]([O:16][CH:26]([C:27](=[O:28])[O:29][CH2:30][CH3:31])[CH3:32])[cH:15]2)[n:4][n:5]([CH3:9])[c:6]1[S:7][CH3:8]. Reactants: OCCBr, [I-], [Na+], [Na+], [OH-], O, CC(=O)CCc1ccc(O)cc1. Yields the product CC(=O)CCc1ccc(OCCO)cc1. Reaction SMILES: [Br:13][CH2:14][CH2:15][OH:16].[I-:20].[Na+:18].[Na+:19].[OH-:17].[OH2:21].[OH:1][c:2]1[cH:3][cH:4][c:5]([CH2:8][CH2:9][C:10]([CH3:11])=[O:12])[cH:6][cH:7]1>>[O:1]([c:2]1[cH:3][cH:4][c:5]([CH2:8][CH2:9][C:10]([CH3:11])=[O:12])[cH:6][cH:7]1)[CH2:14][CH2:15][OH:16]. Starting materials: [K+].[Br-] (KBr), ester, Na2CO2, ester, CCCCCCCCCCCCCCCCCCCC(=O)N[C@H](CO[C@H]1[C@@H]([C@H]([C@@H]([C@H](O1)CO)O[C@H]2[C@@H]([C@H]([C@H]([C@H](O2)CO)O[C@H]3[C@@H]([C@H]([C@H]([C@H](O3)CO)O)O[C@H]4[C@@H]([C@H]([C@H]([C@H](O4)CO)O)O)O)NC(=O)C)O[C@@]5(C[C@@H]([C@H]([C@@H](O5)[C@@H]([C@@H](CO)O)O)NC(=O)C)O)C(=O)O)O)O)O)[C@H](/C=C/CCCCCCCCCCCCCCC)O (GM1 ganglioside). Product: CCCCCCCCCCCCCCCCCC(=O)N[C@@H](CO[C@H]1[C@@H]([C@H]([C@@H]([C@H](O1)CO)O[C@H]2[C@@H]([C@H]([C@H]([C@H](O2)CO)O[C@H]3[C@@H]([C@H]([C@H]([C@H](O3)CO)O)O[C@H]4[C@@H]([C@H]([C@H]([C@H](O4)CO)O)O)O)NC(=O)C)O[C@@]5(C[C@@H]([C@H]([C@@H](O5)[C@@H]([C@@H](CO)O)O)NC(=O)C)O)C(=O)O)O)O)O)[C@@H](/C=C/CCCCCCCCCCCCC)O (ganglioside GM1). As a reaction SMILES: [K+].[Br-].CC[CH2:5][CH2:6][CH2:7][CH2:8][CH2:9][CH2:10][CH2:11][CH2:12][CH2:13][CH2:14][CH2:15][CH2:16][CH2:17][CH2:18][CH2:19][CH2:20][CH2:21][C:22]([NH:24][C@@H:25]([C@@H:95]([OH:113])/[CH:96]=[CH:97]/[CH2:98][CH2:99][CH2:100][CH2:101][CH2:102][CH2:103][CH2:104][CH2:105][CH2:106][CH2:107][CH2:108][CH2:109][CH2:110]CC)[CH2:26][O:27][C@@H:28]1[O:33][C@H:32]([CH2:34][OH:35])[C@@H:31]([O:36][C@@H:37]2[O:42][C@H:41]([CH2:43][OH:44])[C@H:40]([O:45][C@@H:46]3[O:51][C@H:50]([CH2:52][OH:53])[C@H:49]([OH:54])[C@H:48]([O:55][C@@H:56]4[O:61][C@H:60]([CH2:62][OH:63])[C@H:59]([OH:64])[C@H:58]([OH:65])[C@H:57]4[OH:66])[C@H:47]3[NH:67][C:68]([CH3:70])=[O:69])[C@H:39]([O:71][C@@:72]3([C:89]([OH:91])=[O:90])[O:77][C@@H:76]([C@H:78]([OH:83])[C@H:79]([OH:82])[CH2:80][OH:81])[C@H:75]([NH:84][C:85]([CH3:87])=[O:86])[C@@H:74]([OH:88])[CH2:73]3)[C@H:38]2[OH:92])[C@H:30]([OH:93])[C@H:29]1[OH:94])=[O:23]>>[CH3:5][CH2:6][CH2:7][CH2:8][CH2:9][CH2:10][CH2:11][CH2:12][CH2:13][CH2:14][CH2:15][CH2:16][CH2:17][CH2:18][CH2:19][CH2:20][CH2:21][C:22]([NH:24][C@H:25]([C@H:95]([OH:113])/[CH:96]=[CH:97]/[CH2:98][CH2:99][CH2:100][CH2:101][CH2:102][CH2:103][CH2:104][CH2:105][CH2:106][CH2:107][CH2:108][CH2:109][CH3:110])[CH2:26][O:27][C@@H:28]1[O:33][C@H:32]([CH2:34][OH:35])[C@@H:31]([O:36][C@@H:37]2[O:42][C@H:41]([CH2:43][OH:44])[C@H:40]([O:45][C@@H:46]3[O:51][C@H:50]([CH2:52][OH:53])[C@H:49]([OH:54])[C@H:48]([O:55][C@@H:56]4[O:61][C@H:60]([CH2:62][OH:63])[C@H:59]([OH:64])[C@H:58]([OH:65])[C@H:57]4[OH:66])[C@H:47]3[NH:67][C:68]([CH3:70])=[O:69])[C@H:39]([O:71][C@@:72]3([C:89]([OH:91])=[O:90])[O:77][C@@H:76]([C@H:78]([OH:83])[C@H:79]([OH:82])[CH2:80][OH:81])[C@H:75]([NH:84][C:85]([CH3:87])=[O:86])[C@@H:74]([OH:88])[CH2:73]3)[C@H:38]2[OH:92])[C@H:30]([OH:93])[C@H:29]1[OH:94])=[O:23] |f:0.1|. Procedure details: IR spectroscopic examination of KBr pellets shows the typical band of the ester at 1750 cm-1. Chromatographic analysis of the product carried out in the same way as in Example 1 shows the presence of a unitary compound with an Rf of 0.72 and the absence of GM1 ganglioside and its internal ester (Rf 0.65 and 0.75, respectively). Hydrolysis with Na2CO2 as described in Example 1 produces the ganglioside GM1. Starting materials: Cl (hydrochloric acid), Cl.C(CCC)OC([C@@H](NC([C@H]1N(CCC1)C([C@H]1N(C(CC1)=O)C(=O)OCC1=CC=CC=C1)=O)=O)CCCNC(N)=N)OCCCC (N-benzyloxycarbonyl-L-pyroglutamyl-L-prolyl-L-argininal dibutylacetal hydrochloride), [OH-].[Na+] (sodium hydroxide). The solvent is C(C)#N (acetonitrile). The product is Cl.C(C1=CC=CC=C1)OC(=O)N1[C@@H](CCC1=O)C(=O)N1[C@H](C(=O)N[C@@H](CCCNC(N)=N)C=O)CCC1 (N-benzyloxycarbonyl-L-pyroglutamyl-L-prolyl-L-argininal hydrochloride). Yield: 80.0%. As a reaction SMILES: [ClH:1].Cl.C([O:7][CH:8](OCCCC)[C@H:9]([CH2:36][CH2:37][CH2:38][NH:39][C:40](=[NH:42])[NH2:41])[NH:10][C:11](=[O:35])[C@@H:12]1[CH2:16][CH2:15][CH2:14][N:13]1[C:17](=[O:34])[C@@H:18]1[CH2:22][CH2:21][C:20](=[O:23])[N:19]1[C:24]([O:26][CH2:27][C:28]1[CH:33]=[CH:32][CH:31]=[CH:30][CH:29]=1)=[O:25])CCC.[OH-].[Na+]>C(#N)C>[ClH:1].[CH2:27]([O:26][C:24]([N:19]1[C:20](=[O:23])[CH2:21][CH2:22][C@H:18]1[C:17]([N:13]1[CH2:14][CH2:15][CH2:16][C@H:12]1[C:11]([NH:10][C@H:9]([CH:8]=[O:7])[CH2:36][CH2:37][CH2:38][NH:39][C:40](=[NH:41])[NH2:42])=[O:35])=[O:34])=[O:25])[C:28]1[CH:33]=[CH:32][CH:31]=[CH:30][CH:29]=1 |f:1.2,3.4,6.7|. Procedure: After 1N hydrochloric acid aqueous solution (30 ml) was added to a solution of N-benzyloxycarbonyl-L-pyroglutamyl-L-prolyl-L-argininal dibutylacetal hydrochloride (0.40 g, 0.60 mmol) in acetonitrile (60 ml), the mixture was reacted at 36° C. for an hour with stirring. After completion of the reaction, pH of the reaction mixture was adjusted to 4.8 with 1N sodium hydroxide aqueous solution. The solvent was distilled off under reduced pressure and chloroform was added to the residue. Insoluble mat... Reactants: O=C1CC(CN1CC1=CC=CC=C1)C(=O)O (5-oxo-1-(phenylmethyl)-3-pyrrolidinecarboxylic acid), C(=O)(N1C=NC=C1)N1C=NC=C1 (1,1'-carbonyldiimidazole), C1(CC1)N (cyclopropylamine). Run in C(C)#N (acetonitrile). Reaction conditions: temperature 60 celsius, time 18 hour. Yields the product C1(CC1)NC(=O)C1CNCC1 (N-cyclopropyl-3-pyrrolidinecarboxamide). As a reaction SMILES: O=[C:2]1[N:6](CC2C=CC=CC=2)[CH2:5][CH:4]([C:14]([OH:16])=O)[CH2:3]1.C(N1C=CN=C1)(N1C=CN=C1)=O.[CH:29]1([NH2:32])[CH2:31][CH2:30]1>C(#N)C>[CH:29]1([NH:32][C:14]([CH:4]2[CH2:3][CH2:2][NH:6][CH2:5]2)=[O:16])[CH2:31][CH2:30]1. Procedure details: To a solution of 16.4 g (75 mmole) of 5-oxo-1-(phenylmethyl)-3-pyrrolidinecarboxylic acid in 150 ml of acetonitrile was added 13.8 g (85 mmole) of 1,1'-carbonyldiimidazole. The reaction was heated to 60° C. for one hour, cooled to room temperature and treated with 4.85 g (85 mmole) of cyclopropylamine. The reaction was stirred at room temperature for 18 hours, the solvent removed in vacuo and the residue partitioned between chloroform and water. The organic layer was washed with water, 1 N hydro... Starting materials: CCOC(=O)C1(CI)CCN(C(=O)c2ccc(Cl)cc2)C1, N#Cc1ccc(-c2ccc(O)cc2)cc1. The product is CCOC(=O)C1(COc2ccc(-c3ccc(C#N)cc3)cc2)CCN(C(=O)c2ccc(Cl)cc2)C1. RXN SMILES: [CH2:1]([CH3:2])[O:3][C:4](=[O:5])[C:6]1([CH2:20][I:21])[CH2:7][N:8]([C:11]([c:12]2[cH:13][cH:14][c:15]([Cl:18])[cH:16][cH:17]2)=[O:19])[CH2:9][CH2:10]1.[OH:22][c:23]1[cH:24][cH:25][c:26](-[c:29]2[cH:30][cH:31][c:32]([C:35]#[N:36])[cH:33][cH:34]2)[cH:27][cH:28]1>>[CH2:1]([CH3:2])[O:3][C:4](=[O:5])[C:6]1([CH2:20][O:22][c:23]2[cH:24][cH:25][c:26](-[c:29]3[cH:30][cH:31][c:32]([C:35]#[N:36])[cH:33][cH:34]3)[cH:27][cH:28]2)[CH2:7][N:8]([C:11]([c:12]2[cH:13][cH:14][c:15]([Cl:18])[cH:16][cH:17]2)=[O:19])[CH2:9][CH2:10]1. The reactants are CN(C=O)C (N,N-dimethylformamide), ClC=1C=C(C=CC1Cl)C1=CC(=NN1C1=CC=C(C=C1)OC)CC(C#N)C=1C=C(C=CC1)C (3-[5-(3,4-dichloro-phenyl)-1-(4-methoxy-phenyl)-1H-pyrazol-3-yl]-2-m-tolyl-propionitrile), [Cl-].[NH4+] (ammonium chloride), [N-]=[N+]=[N-].[Na+] (sodium azide). Solvent: O (water), C(=O)O (formic acid). Conditions: temperature 90 celsius. The product is ClC=1C=C(C=CC1Cl)C1=CC(=NN1C1=CC=C(C=C1)OC)CC(C=1C=C(C=CC1)C)C1=NN=NN1 (5-{2-[5-(3,4-Dichloro-phenyl)-1-(4-methoxy-phenyl)-1H-pyrazol-3-yl]-1-m-tolyl-ethyl}-1H-tetrazole). Isolated yield 63.0%. Reaction SMILES: CN(C)C=O.[Cl:6][C:7]1[CH:8]=[C:9]([C:14]2[N:18]([C:19]3[CH:24]=[CH:23][C:22]([O:25][CH3:26])=[CH:21][CH:20]=3)[N:17]=[C:16]([CH2:27][CH:28]([C:31]3[CH:32]=[C:33]([CH3:37])[CH:34]=[CH:35][CH:36]=3)[C:29]#[N:30])[CH:15]=2)[CH:10]=[CH:11][C:12]=1[Cl:13].[Cl-].[NH4+].[N-:40]=[N+:41]=[N-:42].[Na+]>O.C(O)=O>[Cl:6][C:7]1[CH:8]=[C:9]([C:14]2[N:18]([C:19]3[CH:20]=[CH:21][C:22]([O:25][CH3:26])=[CH:23][CH:24]=3)[N:17]=[C:16]([CH2:27][CH:28]([C:29]3[NH:42][N:41]=[N:40][N:30]=3)[C:31]3[CH:32]=[C:33]([CH3:37])[CH:34]=[CH:35][CH:36]=3)[CH:15]=2)[CH:10]=[CH:11][C:12]=1[Cl:13] |f:2.3,4.5|. Reported procedure: To a 48-mL pressure vessel (Chemglass) were added N,N-dimethylformamide (25.0 mL), 3-[5-(3,4-dichloro-phenyl)-1-(4-methoxy-phenyl)-1H-pyrazol-3-yl]-2-m-tolyl-propionitrile (2.76 g, 5.97 mmol, 1.0 equiv), ammonium chloride (1.58 g, 29.8 mmol, 5.0 equiv) and sodium azide (1.94 g, 29.8 mmol, 5.0 equiv). The screw-cap vessel was sealed and then placed in an oil bath heated to 90° C. for 48 h. The reaction mixture was cooled to room temperature, pH-adjusted with formic acid, diluted with water (100 m...